From a dataset of the Open Reaction Database (ORD), a public repository of structured organic reaction records. describe an organic reaction: reactants, conditions, products, and yield The reactants are ClCCl, CC(C)(C)OC(=O)CCC1(C)Cn2cc([N+](=O)[O-])nc2O1, O=C(O)C(F)(F)F. Product: CC1(CCC(=O)O)Cn2cc([N+](=O)[O-])nc2O1. Reaction SMILES: [CH2:29]([Cl:30])[Cl:31].[CH3:8][C:9]1([CH2:20][CH2:21][C:22](=[O:23])[O:24][C:25]([CH3:26])([CH3:27])[CH3:28])[CH2:10][n:11]2[c:12]([n:14][c:15]([N+:17](=[O:18])[O-:19])[cH:16]2)[O:13]1.[OH:1][C:2]([C:3]([F:4])([F:5])[F:6])=[O:7]>>[CH3:8][C:9]1([CH2:20][CH2:21][C:22](=[O:23])[OH:24])[CH2:10][n:11]2[c:12]([n:14][c:15]([N+:17](=[O:18])[O-:19])[cH:16]2)[O:13]1. The reactants are CC(C)(C)Cl, CCCCCC, N#C[Cu]C#N, [Mg], C1CCOC1, Cl[Si](Cl)(c1ccccc1)c1ccccc1. Yields the product CC(C)(C)[Si](Cl)(c1ccccc1)c1ccccc1. Reaction SMILES: [C:2]([CH3:3])([CH3:4])([CH3:5])[Cl:6].[CH3:27][CH2:28][CH2:29][CH2:30][CH2:31][CH3:32].[Cu:7]([C:8]#[N:9])[C:10]#[N:11].[Mg:1].[O:33]1[CH2:34][CH2:35][CH2:36][CH2:37]1.[c:12]1([Si:18]([Cl:19])([Cl:20])[c:21]2[cH:22][cH:23][cH:24][cH:25][cH:26]2)[cH:13][cH:14][cH:15][cH:16][cH:17]1>>[C:2]([CH3:3])([CH3:4])([CH3:5])[Si:18]([c:12]1[cH:13][cH:14][cH:15][cH:16][cH:17]1)([Cl:19])[c:21]1[cH:22][cH:23][cH:24][cH:25][cH:26]1.